This data is from the Open Reaction Database (ORD), a public repository of structured organic reaction records. The task is: describe an organic reaction: reactants, conditions, products, and yield Reactants: CC1(CC(C2=C(N=C(S2)N2CCOCC2)C1)=O)C (5,5-Dimethyl-2-(morpholin-4-yl)-5,6-dihydro-1,3-benzothiazol-7(4H)-one), O.NN (hydrazine monohydrate), C(=O)(O)[O-].[Na+] (NaHCO3), CC(=O)O (AcOH). Run in CCO (EtOH). The product is CC1(C\C(\C2=C(N=C(S2)N2CCOCC2)C1)=N/N)C ((7E)-5,5-Dimethyl-2-(morpholin-4-yl)-5,6-dihydro-1,3-benzothiazol-7(4H)-one hydrazone). The yield is 35.7%. Reaction SMILES: [CH3:1][C:2]1([CH3:18])[CH2:16][C:6]2[N:7]=[C:8]([N:10]3[CH2:15][CH2:14][O:13][CH2:12][CH2:11]3)[S:9][C:5]=2[C:4](=O)[CH2:3]1.O.[NH2:20][NH2:21].CC(O)=O.C([O-])(O)=O.[Na+]>CCO>[CH3:1][C:2]1([CH3:18])[CH2:16][C:6]2[N:7]=[C:8]([N:10]3[CH2:15][CH2:14][O:13][CH2:12][CH2:11]3)[S:9][C:5]=2/[C:4](=[N:20]/[NH2:21])/[CH2:3]1 |f:1.2,4.5|. Procedure details: To a stirred solution of Example 48 (0.27 g, 1.00 mmol) in EtOH (10 mL) was added hydrazine monohydrate (0.05 g, 0.05 mL, 1.00 mmol) and a catalytic amount of AcOH. The reaction mixture was then heated to reflux for 8 h. Upon cooling, the reaction mixture was poured into aqueous sat. NaHCO3 (50 mL) and extracted with DCM (2×50 mL). The combined organic fractions were dried over MgSO4, filtered and concentrated in vacuo to give the title compound as a white solid (0.10 g, 35%). δH (DMSO-d6) 5.93 ... Reactants: CC(=O)NCCC1CCc2ccc3nn(C)cc3c21, CC#N, O=C1CCC(=O)N1Cl. The product is CC(=O)NCCC1CCc2ccc3nn(C)c(Cl)c3c21. RXN SMILES: [CH3:1][n:2]1[n:3][c:4]2[cH:5][cH:6][c:7]3[c:8]([c:9]2[cH:10]1)[CH:11]([CH2:14][CH2:15][NH:16][C:17]([CH3:18])=[O:19])[CH2:12][CH2:13]3.[CH3:28][C:29]#[N:30].[Cl:20][N:21]1[C:22](=[O:23])[CH2:24][CH2:25][C:26]1=[O:27]>>[CH3:1][n:2]1[n:3][c:4]2[cH:5][cH:6][c:7]3[c:8]([c:9]2[c:10]1[Cl:20])[CH:11]([CH2:14][CH2:15][NH:16][C:17]([CH3:18])=[O:19])[CH2:12][CH2:13]3. Yield: 41.3%. Reaction conditions: temperature 0 celsius, time 1 hour. The solvent is CN(C(C)=O)C (N,N-dimethylacetamide). Product: C(C)OC(C1=CC=C(C=C1)COC1=CC(=C(C=C1)C(C(C(F)(F)F)(C=1C=NC2=CC=CC=C2C1)O)C)Cl)=O (4-[3-Chloro-4-(3,3,3-trifluoro-2-hydroxy-1-methyl-2-quinolin-3-yl-propyl)-phenoxymethyl]-benzoic acid ethyl ester). Reported procedure: To a suspension of 3-chloro-4-(3,3,3-trifluoro-2-hydroxy-1-methyl-2-quinolin-3-yl-propyl)-phenol (68 mg) in N,N-dimethylacetamide (1 ml) was added NaH (55% dispersion in mineral oil, 8.5 mg) at 0° C. The mixture was stirred at 0° C. for 1 h and at room temperature for 1 h. Ethyl-4-(bromomethyl)benzoate (48 mg) was added and the mixture was stirred overnight. Since the reaction was not finished, tetrabutylammonium iodide (6.5 mg) and NaH (55% dispersion in mineral oil, 8.5 mg) were added and the ... Reaction SMILES: [Cl:1][C:2]1[CH:3]=[C:4]([OH:26])[CH:5]=[CH:6][C:7]=1[CH:8]([CH3:25])[C:9]([OH:24])([C:14]1[CH:15]=[N:16][C:17]2[C:22]([CH:23]=1)=[CH:21][CH:20]=[CH:19][CH:18]=2)[C:10]([F:13])([F:12])[F:11].[H-].[Na+].[CH2:29]([O:31][C:32](=[O:41])[C:33]1[CH:38]=[CH:37][C:36]([CH2:39]Br)=[CH:35][CH:34]=1)[CH3:30].O>CN(C)C(=O)C.[I-].C([N+](CCCC)(CCCC)CCCC)CCC>[CH2:29]([O:31][C:32](=[O:41])[C:33]1[CH:38]=[CH:37][C:36]([CH2:39][O:26][C:4]2[CH:5]=[CH:6][C:7]([CH:8]([CH3:25])[C:9]([OH:24])([C:14]3[CH:15]=[N:16][C:17]4[C:22]([CH:23]=3)=[CH:21][CH:20]=[CH:19][CH:18]=4)[C:10]([F:11])([F:13])[F:12])=[C:2]([Cl:1])[CH:3]=2)=[CH:35][CH:34]=1)[CH3:30] |f:1.2,6.7|. The reactants are [H-].[Na+] (NaH), [H-].[Na+] (NaH), C(C)OC(C1=CC=C(C=C1)CBr)=O (Ethyl-4-(bromomethyl)benzoate), ClC=1C=C(C=CC1C(C(C(F)(F)F)(C=1C=NC2=CC=CC=C2C1)O)C)O (3-chloro-4-(3,3,3-trifluoro-2-hydroxy-1-methyl-2-quinolin-3-yl-propyl)-phenol), C(C)OC(C1=CC=C(C=C1)CBr)=O (Ethyl-4-(bromomethyl)benzoate), O (water). The reagents and catalysts are [I-].C(CCC)[N+](CCCC)(CCCC)CCCC (tetrabutylammonium iodide). The reactants are NC(=O)C1CCN(c2ccnc(C(F)(F)F)n2)CC1, CN(C)C=O, O=P(Cl)(Cl)Cl. Yields the product N#CC1CCN(c2ccnc(C(F)(F)F)n2)CC1. RXN SMILES: [F:6][C:7]([c:8]1[n:9][cH:10][cH:11][c:12]([N:14]2[CH2:15][CH2:16][CH:17]([C:20](=[O:21])[NH2:22])[CH2:18][CH2:19]2)[n:13]1)([F:23])[F:24].[O:25]=[CH:26][N:27]([CH3:28])[CH3:29].[P:1]([Cl:2])([Cl:3])([Cl:4])=[O:5]>>[F:6][C:7]([c:8]1[n:9][cH:10][cH:11][c:12]([N:14]2[CH2:15][CH2:16][CH:17]([C:20]#[N:22])[CH2:18][CH2:19]2)[n:13]1)([F:23])[F:24]. Starting materials: ClC=1C=C(C=CC1)C1=C(C=CC(=N1)C(=O)O)C (6-(3-chloro-phenyl)-5-methyl-pyridine-2-carboxylic acid), CC(N)(C=1OC=CN1)C (α,α-dimethyl-2-oxazolemethanamine). The product is CC(C)(C=1OC=CN1)NC(=O)C1=NC(=C(C=C1)C)C1=CC(=CC=C1)Cl (6-(3-Chloro-phenyl)-5-methyl-pyridine-2-carboxylic acid (1-methyl-1-oxazol-2-yl-ethyl)-amide). Reaction SMILES: [Cl:1][C:2]1[CH:3]=[C:4]([C:8]2[N:13]=[C:12]([C:14]([OH:16])=O)[CH:11]=[CH:10][C:9]=2[CH3:17])[CH:5]=[CH:6][CH:7]=1.[CH3:18][C:19]([CH3:26])([C:21]1[O:22][CH:23]=[CH:24][N:25]=1)[NH2:20]>>[CH3:18][C:19]([NH:20][C:14]([C:12]1[CH:11]=[CH:10][C:9]([CH3:17])=[C:8]([C:4]2[CH:5]=[CH:6][CH:7]=[C:2]([Cl:1])[CH:3]=2)[N:13]=1)=[O:16])([C:21]1[O:22][CH:23]=[CH:24][N:25]=1)[CH3:26]. Reported procedure: The title compound was synthesized in analogy to Example 1, using 6-(3-chloro-phenyl)-5-methyl-pyridine-2-carboxylic acid and α,α-dimethyl-2-oxazolemethanamine (CAN 1211519-76-4) as starting materials, MS (EI): 356.1 (M+H)+. The reactants are C(C(=O)[O-])NCO.[Na+] (SUTTOCIDE A), C(CS(=O)(=O)O)NCC(=O)N (N-[2-acetamido]-2-aminoethanesulfonic acid), [N-]=[N+]=[N-].[Na+] (sodium azide), [OH-].[Na+] (sodium hydroxide), C1=CC(=C[N+](=C1)[C@H]2[C@@H]([C@@H]([C@H](O2)COP(=O)([O-])OP(=O)(O)OC[C@@H]3[C@H]([C@H]([C@@H](O3)N4C=NC5=C4N=CN=C5N)O)O)O)O)C(=O)N (nicotinamide adenine dinucleotide). Run in O (water), O (water). The product is C=1N=C(C2=C(N1)N(C=N2)[C@H]3[C@@H]([C@@H]([C@H](O3)COP(=O)(O)OP(=O)(O)OC[C@@H]4[C@H]([C@H]([C@@H](O4)N5C=CCC(=C5)C(=O)N)O)O)O)O)N (NAD). RXN SMILES: C(NCC(N)=O)CS(O)(=O)=O.[OH-].[Na+].[CH:14]1[CH:19]=[N+:18]([C@@H:20]2[O:24][C@H:23]([CH2:25][O:26][P:27]([O:30][P:31]([O:34][CH2:35][C@H:36]3[O:40][C@@H:39]([N:41]4[C:45]5[N:46]=[CH:47][N:48]=[C:49]([NH2:50])[C:44]=5[N:43]=[CH:42]4)[C@H:38]([OH:51])[C@@H:37]3[OH:52])([OH:33])=[O:32])([O-:29])=[O:28])[C@@H:22]([OH:53])[C@H:21]2[OH:54])[CH:17]=[C:16]([C:55]([NH2:57])=[O:56])[CH:15]=1.[N-]=[N+]=[N-].[Na+].C(NCO)C([O-])=O.[Na+]>O>[CH:47]1[N:48]=[C:49]([NH2:50])[C:44]2[N:43]=[CH:42][N:41]([C@@H:39]3[O:40][C@H:36]([CH2:35][O:34][P:31]([O:30][P:27]([O:26][CH2:25][C@H:23]4[O:24][C@@H:20]([N:18]5[CH:17]=[C:16]([C:55]([NH2:57])=[O:56])[CH2:15][CH:14]=[CH:19]5)[C@H:21]([OH:54])[C@@H:22]4[OH:53])([OH:29])=[O:28])([OH:33])=[O:32])[C@@H:37]([OH:52])[C@H:38]3[OH:51])[C:45]=2[N:46]=1 |f:1.2,4.5,6.7|. Reported procedure: One hundred ml of a second reagent composition were prepared as follows. Approximately 80 ml deionized water were dispensed into a container and 1.82 grams of N-[2-acetamido]-2-aminoethanesulfonic acid (ACES) were added and completely dissolved. The pH was adjusted to 6.0 with 2N sodium hydroxide (NaOH). Then 0.166 gram nicotinamide adenine dinucleotide (NAD) was added, followed by 0.095 gram sodium azide and 0.1 gram SUTTOCIDE A. The volume was adjusted to 100 ml with deionized water.